From a dataset of the Open Reaction Database (ORD), a public repository of structured organic reaction records. describe an organic reaction: reactants, conditions, products, and yield RXN SMILES: [CH:1]([N:4]1[C:12]2[C:7](=[CH:8][CH:9]=[C:10]([NH:13][S:14]([CH3:17])(=[O:16])=[O:15])[CH:11]=2)[C:6](B2OC(C)(C)C(C)(C)O2)=[CH:5]1)([CH3:3])[CH3:2].Br[C:28]1[CH:35]=[CH:34][C:31]([C:32]#[N:33])=[CH:30][C:29]=1[CH3:36].C1(P(C2C=CC=CC=2)C2C=CC=CC=2C2C=CC=CC=2N(C)C)C=CC=CC=1.P([O-])([O-])([O-])=O.[K+].[K+].[K+]>CC([O-])=O.CC([O-])=O.[Pd+2].O1CCOCC1>[C:32]([C:31]1[CH:34]=[CH:35][C:28]([C:6]2[C:7]3[C:12](=[CH:11][C:10]([NH:13][S:14]([CH3:17])(=[O:15])=[O:16])=[CH:9][CH:8]=3)[N:4]([CH:1]([CH3:2])[CH3:3])[CH:5]=2)=[C:29]([CH3:36])[CH:30]=1)#[N:33] |f:3.4.5.6,7.8.9|. The reagents and catalysts are CC(=O)[O-].CC(=O)[O-].[Pd+2] (Pd(OAc)2). Yields the product C(#N)C1=CC(=C(C=C1)C1=CN(C2=CC(=CC=C12)NS(=O)(=O)C)C(C)C)C (N-[3-(4-Cyano-2-methyl-phenyl)-1-isopropyl-1H-indol-6-yl]-methanesulfonamide). Starting materials: C(C)(C)N1C=C(C2=CC=C(C=C12)NS(=O)(=O)C)B1OC(C(O1)(C)C)(C)C (N-[1-isopropyl-3-(4,4,5,5-tetramethyl-[1,3,2]dioxaborolan-2-yl)-1H-indol-6-yl]-methanesulfonamide), BrC1=C(C=C(C#N)C=C1)C (4-bromo-3-methyl-benzonitrile), C1(=CC=CC=C1)P(C1=C(C=CC=C1)C1=C(C=CC=C1)N(C)C)C1=CC=CC=C1 (2-(diphenylphosphino)-2′-(N,N-dimethylamino)biphenyl), P(=O)([O-])([O-])[O-].[K+].[K+].[K+] (potassium phosphate). Run in O1CCOCC1 (1,4-dioxane). Procedure details: Method Q Add N-[1-isopropyl-3-(4,4,5,5-tetramethyl-[1,3,2]dioxaborolan-2-yl)-1H-indol-6-yl]-methanesulfonamide (50.0 mg, 0.132 mmoles), 4-bromo-3-methyl-benzonitrile (51.8 mg, 0.264 mmoles), Pd(OAc)2 (4.25 mg, 0.018 mmoles; 4.25 mg), 2-(diphenylphosphino)-2′-(N,N-dimethylamino)biphenyl (11.5 mg, 0.030 mmoles), potassium phosphate (84.2 mg, 0.396 mmoles), and 1,4-dioxane (1.00 mL) to a 10 mL microwave vessel, equipped with a stir bar. Purge the reaction mixture with nitrogen, and then seal the ve... Reactants: CC(=O)O[BH-](OC(C)=O)OC(C)=O, COc1ccc(C2CCc3cc(OC)ccc3C2)c(N)c1, CC(C)=O, CC(=O)O, N, [Na+], C1CCOC1. Product: COc1ccc2c(c1)CCC(c1ccc(OC)cc1NC(C)C)C2. RXN SMILES: [C:26]([O:27][BH-:28]([O:29][C:30](=[O:31])[CH3:32])[O:33][C:34](=[O:35])[CH3:36])(=[O:37])[CH3:38].[CH3:1][O:2][c:3]1[cH:4][cH:5][c:6]([CH:10]2[CH2:11][c:12]3[cH:13][cH:14][c:15]([O:20][CH3:21])[cH:16][c:17]3[CH2:18][CH2:19]2)[c:7]([NH2:9])[cH:8]1.[CH3:22][C:23]([CH3:24])=[O:25].[CH3:46][C:47](=[O:48])[OH:49].[NH3:40].[Na+:39].[O:41]1[CH2:42][CH2:43][CH2:44][CH2:45]1>>[CH3:1][O:2][c:3]1[cH:4][cH:5][c:6]([CH:10]2[CH2:11][c:12]3[cH:13][cH:14][c:15]([O:20][CH3:21])[cH:16][c:17]3[CH2:18][CH2:19]2)[c:7]([NH:9][CH:23]([CH3:22])[CH3:24])[cH:8]1. Reactants: CC(=O)O, [O-][I+3]([O-])([O-])O, I, Nc1ncccc1C=O, [Na+], [Na+], [Na+], O=S([O-])([O-])=S, [OH-], O, O=S(=O)(O)O. Product: Nc1ncc(I)cc1C=O. As a reaction SMILES: [CH3:25][C:26](=[O:27])[OH:28].[I+3:10]([OH:11])([O-:12])([O-:13])[O-:14].[I:15].[NH2:1][c:2]1[c:3]([CH:4]=[O:5])[cH:6][cH:7][cH:8][n:9]1.[Na+:16].[Na+:17].[Na+:24].[O-:18][S:19]([O-:20])(=[S:21])=[O:22].[OH-:23].[OH2:29].[S:30](=[O:31])(=[O:32])([OH:33])[OH:34]>>[NH2:1][c:2]1[c:3]([CH:4]=[O:5])[cH:6][c:7]([I:10])[cH:8][n:9]1. The reactants are ClC1=C2C(=NC(=C1)C)C(=NN2)C2=CC=CC=C2 (7-chloro-5-methyl-3-phenyl-1H-pyrazolo[4,3-b]pyridine), C(O)CN (ethanolamine). The solvent is C=1(C(=CC=CC1)C)C (xylene). Conditions: time 8 hour. Yields the product OCCNC1=C2C(=NC(=C1)C)C(=NN2)C2=CC=CC=C2 (7-(2-Hydroxyethylamino)-5-methyl-3-phenyl-1H-pyrazolo[4,3-b]pyridine). RXN SMILES: Cl[C:2]1[CH:7]=[C:6]([CH3:8])[N:5]=[C:4]2[C:9]([C:12]3[CH:17]=[CH:16][CH:15]=[CH:14][CH:13]=3)=[N:10][NH:11][C:3]=12.[CH2:18]([CH2:20][NH2:21])[OH:19]>C1(C)C(C)=CC=CC=1>[OH:19][CH2:18][CH2:20][NH:21][C:2]1[CH:7]=[C:6]([CH3:8])[N:5]=[C:4]2[C:9]([C:12]3[CH:17]=[CH:16][CH:15]=[CH:14][CH:13]=3)=[N:10][NH:11][C:3]=12. Reported procedure: A solution of 7-chloro-5-methyl-3-phenyl-1H-pyrazolo[4,3-b]pyridine (D9) (0.63 g) in xylene (15 ml) with ethanolamine (1.5 ml) was heated at reflux for 3 days under nitrogen. The solvent was then removed under reduced pressure and the residue dissolved in water with the minimum amount of methanol with warming. This solution was brought to pH9 by addition of 10% sodium hydroxide and then further diluted with water. The resulting emulsion was left to stand overnight to give the title compound as a... The reactants are CC=1C=C2C=CC=CN2C1 (2-methylindolizine), ClC(=O)OC (methyl chloroformate), ClC(=O)OC (methyl chloroformate). RXN SMILES: [CH3:1][C:2]1[CH:3]=[C:4]2[N:9]([CH:10]=1)[CH:8]=[CH:7][CH:6]=[CH:5]2.Cl[C:12]([O:14][CH3:15])=[O:13]>>[CH3:1][C:2]1[CH:3]=[C:4]2[N:9]([C:10]=1[C:12]([O:14][CH3:15])=[O:13])[CH:8]=[CH:7][CH:6]=[CH:5]2. The yield is 72.9%. Reported procedure: A mixture of 2-methylindolizine 1 (3.8 g, 29.0 mmol) and methyl chloroformate (22 g (18 ml), 231.6 mmol) was heated at reflux for 2 h. A further 12.2 g (10 ml) of methyl chloroformate were added, and the mixture was heated at reflux for 2 h. The reaction mixture was concentrated under vacuum and then purified by chromatography on a silica column (hexane/ethyl acetate 5:1, silica gel 200-425 mesh) to give 4 g of compound 2 (colorless oil). 1H NMR (CDCl3): δ 9.43 (d, J=7.1 Hz, 1H), 7.35 (d, J=8.8 ... The product is CC=1C=C2C=CC=CN2C1C(=O)OC (methyl 2-methylindolizine-3-carboxylate). Starting materials: ClC1=CC=C2C(=N1)N=C(N2CCCC(F)(F)F)CN2C(N(C1=C2C=NC=C1)C1CC1)=O (3-((5-chloro-1-(4,4,4-trifluorobutyl)-1H-imidazo[4,5-b]pyridin-2-yl)methyl)-1-cyclopropyl-1H-imidazo[4,5-c]pyridin-2(3H)-one). The reagents and catalysts are [Pd] (Pd). Yields the product C1(CC1)N1C(N(C=2C=NC=CC21)CC=2N(C=1C(=NC=CC1)N2)CCCC(F)(F)F)=O (1-cyclopropyl-3-((1-(4,4,4-trifluorobutyl)-1H-imidazo[4,5-b]pyridin-2-yl)methyl)-1H-imidazo[4,5-c]pyridin-2(3H)-one). Reaction SMILES: Cl[C:2]1[N:7]=[C:6]2[N:8]=[C:9]([CH2:18][N:19]3[C:23]4[CH:24]=[N:25][CH:26]=[CH:27][C:22]=4[N:21]([CH:28]4[CH2:30][CH2:29]4)[C:20]3=[O:31])[N:10]([CH2:11][CH2:12][CH2:13][C:14]([F:17])([F:16])[F:15])[C:5]2=[CH:4][CH:3]=1>[Pd]>[CH:28]1([N:21]2[C:22]3[CH:27]=[CH:26][N:25]=[CH:24][C:23]=3[N:19]([CH2:18][C:9]3[N:10]([CH2:11][CH2:12][CH2:13][C:14]([F:15])([F:17])[F:16])[C:5]4[C:6]([N:8]=3)=[N:7][CH:2]=[CH:3][CH:4]=4)[C:20]2=[O:31])[CH2:30][CH2:29]1. Procedure details: Compound 41 was prepared by Pd catalysed reduction of compound 39.